From a dataset of the Open Reaction Database (ORD), a public repository of structured organic reaction records. describe an organic reaction: reactants, conditions, products, and yield The reactants are O=C1CCC(C2=CC=CC=C12)N=C=O (1,2,3,4-Tetrahydro-4-oxo-1-naphthylisocyanate), [OH-].[NH4+] (ammonium hydroxide). Run in O1CCCC1 (tetrahydrofuran). The product is O=C1CCC(C2=CC=CC=C12)NC(=O)N (1,2,3,4-tetrahydro-4-oxo-1-naphthylurea). Reaction SMILES: [O:1]=[C:2]1[C:11]2[C:6](=[CH:7][CH:8]=[CH:9][CH:10]=2)[CH:5]([N:12]=[C:13]=[O:14])[CH2:4][CH2:3]1.[OH-].[NH4+:16]>O1CCCC1>[O:1]=[C:2]1[C:11]2[C:6](=[CH:7][CH:8]=[CH:9][CH:10]=2)[CH:5]([NH:12][C:13]([NH2:16])=[O:14])[CH2:4][CH2:3]1 |f:1.2|. Procedure details: 1,2,3,4-Tetrahydro-4-oxo-1-naphthylisocyanate (5.0 g) in tetrahydrofuran is added to a rapidly stirred aqueous concentrated ammonium hydroxide solution (excess) to afford 1,2,3,4-tetrahydro-4-oxo-1-naphthylurea. Reactants: tetrahydrothiopyran-3-o1-1,1-dioxide, CC(=O)C (acetone), CC(=O)C.OS(=O)(=O)O.O=[Cr](=O)=O (Jones reagent). Solvent: C(C)(C)O (isopropanol). The product is S1(CC(CCC1)=O)(=O)=O (Tetrahydrothiopyran-3-one-1,1-dioxide). RXN SMILES: [CH3:1][C:2]([CH3:4])=[O:3].C[C:6]([CH3:8])=O.[OH:9][S:10](O)(=O)=[O:11].O=[Cr](=O)=O>C(O)(C)C>[S:10]1(=[O:11])(=[O:9])[CH2:6][CH2:8][CH2:4][C:2](=[O:3])[CH2:1]1 |f:1.2.3|. Procedure details: To a solution of tetrahydrothiopyran-3-o1-1,1-dioxide (7.5 g, 0.05 moles) and acetone (150 mL) was slowly added enough Jones reagent to maintain a brown color for at least 10 minutes without need for additional reagent. The excess reagent was reduced by addition of isopropanol (5 mL). The mixture was filtered through anhydrous magnesium sulfate and the chromium salts were washed 3× with acetone. The solvent was removed in vacuo to give a solid which was triturated with ethanol. The resulting cry... Starting materials: C(=O)(OC(C)(C)C)N1[C@](C(=O)OC)(C[C@H](C1)C1=CC=CC=C1)C (N-BOC-2-methyl-4-(S)-phenyl-(L)-proline, methyl ester), Cl (HCl), Cl (HCl). The solvent is CO (MeOH). Reaction conditions: time 5 hour. Product: COC([C@]1(NC[C@@H](C1)C1=CC=CC=C1)C)=O (2-methyl-4-(S)-phenyl-(L)-proline methyl ester). Reaction SMILES: C([N:8]1[CH2:16][C@H:15]([C:17]2[CH:22]=[CH:21][CH:20]=[CH:19][CH:18]=2)[CH2:14][C@@:9]1([CH3:23])[C:10]([O:12][CH3:13])=[O:11])(OC(C)(C)C)=O.Cl>CO>[CH3:13][O:12][C:10](=[O:11])[C@:9]1([CH3:23])[CH2:14][C@@H:15]([C:17]2[CH:22]=[CH:21][CH:20]=[CH:19][CH:18]=2)[CH2:16][NH:8]1. Procedure: To a solution of N-BOC-2-methyl-4-(S)-phenyl-(L)-proline, methyl ester from Step B (1.85 g, 5.8 mmol) in MeOH was bubbled HCl (g) over a 10 min period. The HCl saturated solution was allowed to stir at rt for 5 h, concentrated in vacuo and azeotroped with toluene. The crude product was used in the subsequent step. Reactants: BrC=1C=CC(=C(C#N)C1)N1CC2=C(N=CN=C2NCC=2C=NC(=CC2)C(F)(F)F)CC1 (5-bromo-2-(4-((6-(trifluoromethyl)pyridin-3-yl)methylamino)-7,8-dihydropyrido[4,3-d]pyrimidin-6(5H)-yl)benzonitrile), CB(O)O (methylboronic acid), P(=O)([O-])([O-])[O-].[K+].[K+].[K+] (potassium phosphate), C1(CCCCC1)P(C1CCCCC1)C1CCCCC1 (tricyclohexylphosphine). Reagents/catalysts: C(C)(=O)[O-].[Pd+2].C(C)(=O)[O-] (palladium acetate). Solvent: O (water), C1(=CC=CC=C1)C (toluene). Run at temperature 100 celsius. The product is CC=1C=CC(=C(C#N)C1)N1CC2=C(N=CN=C2NCC=2C=NC(=CC2)C(F)(F)F)CC1 (5-Methyl-2-(4-((6-(trifluoromethyl)pyridin-3-yl)methylamino)-7,8-dihydropyrido[4,3-d]pyrimidin-6(5H)-yl)benzonitrile). The yield is 73.6%. RXN SMILES: Br[C:2]1[CH:3]=[CH:4][C:5]([N:10]2[CH2:31][CH2:30][C:13]3[N:14]=[CH:15][N:16]=[C:17]([NH:18][CH2:19][C:20]4[CH:21]=[N:22][C:23]([C:26]([F:29])([F:28])[F:27])=[CH:24][CH:25]=4)[C:12]=3[CH2:11]2)=[C:6]([CH:9]=1)[C:7]#[N:8].[CH3:32]B(O)O.P([O-])([O-])([O-])=O.[K+].[K+].[K+].C1(P(C2CCCCC2)C2CCCCC2)CCCCC1>C([O-])(=O)C.[Pd+2].C([O-])(=O)C.O.C1(C)C=CC=CC=1>[CH3:32][C:2]1[CH:3]=[CH:4][C:5]([N:10]2[CH2:31][CH2:30][C:13]3[N:14]=[CH:15][N:16]=[C:17]([NH:18][CH2:19][C:20]4[CH:21]=[N:22][C:23]([C:26]([F:28])([F:29])[F:27])=[CH:24][CH:25]=4)[C:12]=3[CH2:11]2)=[C:6]([CH:9]=1)[C:7]#[N:8] |f:2.3.4.5,7.8.9|. Procedure: To a mixture of 5-bromo-2-(4-((6-(trifluoromethyl)pyridin-3-yl)methylamino)-7,8-dihydropyrido[4,3-d]pyrimidin-6(5H)-yl)benzonitrile (120 mg, 0.24 mmol), methylboronic acid (19 mg, 0.32 mmol), potassium phosphate (182 mg, 0.86 mmol), tricyclohexylphosphine (6.9 mg, 0.024 mmol), toluene (5 mL), and water (0.5 mL) under argon was added palladium acetate (2.8 mg, 0.012 mmol). The mixture was heated at 100° C. for 20 h and then cooled to rt. The mixture was filtered and concentrated. The residue was ... The reactants are COC1=CC=C(C=N1)NC1=NC=NC=C1C1=NC(=NC(=N1)C)SC (N-(6-methoxypyridin-3-yl)-5-(4-methyl-6-(methylthio)-1,3,5-triazin-2-yl)pyrimidin-4-amine), [OH-].[NH4+] (ammonium hydroxide). Solvent: O1CCOCC1 (dioxane). The product is COC1=CC=C(C=N1)NC1=NC=NC=C1C1=NC(=NC(=N1)C)N (4-(4-(6-methoxypyridin-3-ylamino)pyrimidin-5-yl)-6-methyl-1,3,5-triazin-2-amine). Yield: 79.0%. RXN SMILES: [CH3:1][O:2][C:3]1[N:8]=[CH:7][C:6]([NH:9][C:10]2[C:15]([C:16]3[N:21]=[C:20]([CH3:22])[N:19]=[C:18](SC)[N:17]=3)=[CH:14][N:13]=[CH:12][N:11]=2)=[CH:5][CH:4]=1.[OH-].[NH4+:26]>O1CCOCC1>[CH3:1][O:2][C:3]1[N:8]=[CH:7][C:6]([NH:9][C:10]2[C:15]([C:16]3[N:21]=[C:20]([CH3:22])[N:19]=[C:18]([NH2:26])[N:17]=3)=[CH:14][N:13]=[CH:12][N:11]=2)=[CH:5][CH:4]=1 |f:1.2|. Procedure: A glass microwave reaction vessel was charged with N-(6-methoxypyridin-3-yl)-5-(4-methyl-6-(methylthio)-1,3,5-triazin-2-yl)pyrimidin-4-amine (14 mg, 0.041 mmol), ammonium hydroxide, 28.0-30.0% (0.5 mL, 12.84 mmol) and dioxane (1 mL). The reaction mixture was stirred and heated at reflux in an oil bath for 1 h. The solid formed was filtered off and washed with EtOAc to give 4-(4-(6-methoxypyridin-3-ylamino)pyrimidin-5-yl)-6-methyl-1,3,5-triazin-2-amine (10 mg, 0.032 mmol, 79% yield). 1H NMR (300 ... The reactants are C(C)(C)C1SC2=C(N(C1=S)CC(=O)OC)C=CC=C2 (Methyl 3,4-dihydro-2-isopropyl-3-thioxo-2H-1,4-benzothiazine-4-acetate), Cl (hydrochloric acid). The solvent is O (water), methanol-dioxane, [OH-].[Na+] (NaOH). The product is C(C)(C)C1SC2=C(N(C1=S)CC(=O)O)C=CC=C2 (3,4-dihydro-2-isopropyl-3-thioxo-2H-1,4-benzothiazine-4-acetic acid). Reaction SMILES: [CH:1]([CH:4]1[C:9](=[S:10])[N:8]([CH2:11][C:12]([O:14]C)=[O:13])[C:7]2[CH:16]=[CH:17][CH:18]=[CH:19][C:6]=2[S:5]1)([CH3:3])[CH3:2].Cl>[OH-].[Na+].O>[CH:1]([CH:4]1[C:9](=[S:10])[N:8]([CH2:11][C:12]([OH:14])=[O:13])[C:7]2[CH:16]=[CH:17][CH:18]=[CH:19][C:6]=2[S:5]1)([CH3:3])[CH3:2] |f:2.3|. Procedure: Methyl 3,4-dihydro-2-isopropyl-3-thioxo-2H-1,4-benzothiazine-4-acetate (20.65 g) was dissolved in methanol-dioxane (1:2, v/v, 210 ml), to which 2N-NaOH (70 ml) was added dropwise with stirring. The mixture was stirred at room temperature for further 2 hours, diluted with water and acidified with hydrochloric acid. The crystalline precipitate was collected by filtration and recrystallized from 2-propanol-water to give 3,4-dihydro-2-isopropyl-3-thioxo-2H-1,4-benzothiazine-4-acetic acid as yellow p... Reactants: C1(CC1)C(C#N)C=1C=NC(=CC1)C(F)(F)F (Cyclopropyl-(6-trifluoromethyl-pyridin-3-yl)-acetonitrile). The solvent is C1CCOC1 (THF). Conditions: temperature 100 celsius. Yields the product C1(CC1)C(CN)C=1C=NC(=CC1)C(F)(F)F (2-Cyclopropyl-2-(6-trifluoromethyl-pyridin-3-yl)-ethylamine). The yield is 73.0%. Reaction SMILES: [CH:1]1([CH:4]([C:7]2[CH:8]=[N:9][C:10]([C:13]([F:16])([F:15])[F:14])=[CH:11][CH:12]=2)[C:5]#[N:6])[CH2:3][CH2:2]1>C1COCC1>[CH:1]1([CH:4]([C:7]2[CH:8]=[N:9][C:10]([C:13]([F:16])([F:14])[F:15])=[CH:11][CH:12]=2)[CH2:5][NH2:6])[CH2:3][CH2:2]1. Reported procedure: A solution of Cyclopropyl-(6-trifluoromethyl-pyridin-3-yl)-acetonitrile (93 mg, 0.41 mmol) in THF (2.8 mL) in a 5 mL microwave vial was treated with borane-methyl sulfide complex (0.51 mL, 5.4 mmol). The reaction vessel was capped and the mixture was heated in the microwave reactor for 20 mins at 100° C. The reaction mixture was concentrated in vacuo to yield the crude title compound which was used without further purification (95 mg, purity: 73%, yield: 73%). LCMS (MH+): m/z=231.1, tR (minutes,...